This data is from the Open Reaction Database (ORD), a public repository of structured organic reaction records. The task is: describe an organic reaction: reactants, conditions, products, and yield Starting materials: CB1OB(OB(O1)C)C (trimethylboroxine), [bis(diphenylphosphino)ferrocene]dichloropalladium, C([O-])([O-])=O.[K+].[K+] (potassium carbonate), O (water), FC(S(=O)(=O)OC1=C2CNC(C2=C(C=C1)C=1N(C2=CC=C(C=C2C1)C=O)C(=O)OC(C)(C)C)=O)(F)F (4-trifluoromethanesulfonyloxy-7-[1-(tert-butoxycarbonyl)-5-formylindol-2-yl]isoindolinone). Run in C(OC)COC (dimethoxyethane). Product: CC1=C2CNC(C2=C(C=C1)C=1N(C2=CC=C(C=C2C1)C=O)C(=O)OC(C)(C)C)=O (4-methyl-7-[1-(tert-butoxycarbonyl)-5-formylindol-2-yl]isoindolinone). Yield: 85.4%. Reaction SMILES: FC(F)(F)S(O[C:7]1[CH:15]=[CH:14][C:13]([C:16]2[N:17]([C:27]([O:29][C:30]([CH3:33])([CH3:32])[CH3:31])=[O:28])[C:18]3[C:23]([CH:24]=2)=[CH:22][C:21]([CH:25]=[O:26])=[CH:20][CH:19]=3)=[C:12]2[C:8]=1[CH2:9][NH:10][C:11]2=[O:34])(=O)=O.[CH3:37]B1OB(C)OB(C)O1.C(=O)([O-])[O-].[K+].[K+].O>C(COC)OC>[CH3:37][C:7]1[CH:15]=[CH:14][C:13]([C:16]2[N:17]([C:27]([O:29][C:30]([CH3:33])([CH3:32])[CH3:31])=[O:28])[C:18]3[C:23]([CH:24]=2)=[CH:22][C:21]([CH:25]=[O:26])=[CH:20][CH:19]=3)=[C:12]2[C:8]=1[CH2:9][NH:10][C:11]2=[O:34] |f:2.3.4|. Procedure details: In a similar manner to Step 1 of Example 152, 4-trifluoromethanesulfonyloxy-7-[1-(tert-butoxycarbonyl)-5-formylindol-2-yl]isoindolinone (176 mg, 0.336 mmol) was dissolved in dimethoxyethane (8.8 mL), and the solution was treated with trimethylboroxine (0.140 mL, 1.01 mmol), [bis(diphenylphosphino)ferrocene]dichloropalladium (32.9 mg, 0.0403 mmol), potassium carbonate (231 mg, 1.68 mmol) and water (0.121 mL), followed by purification by preparative thin-layer chromatography (chloroform/acetonitri... The reactants are CC1=C(C(=CC=C1)C)CS(=O)(=O)C=1C=C2/C(/C(NC2=CC1)=O)=C/C1=C(C(=C(N1)C)C(=O)O)C (5-[5-(2,6-dimethyl-phenylmethanesulfonyl)-2-oxo-1,2-dihydro-indol-(3Z)-ylidenemethyl]-2,4-dimethyl-1H-pyrrole-3-carboxylic acid), C[C@H]1N[C@H](CNC1)C ((2R,6S)-2,6-dimethyl-piperazine), C=1C=CC2=C(C1)N=NN2O (HOBt), CCN=C=NCCCN(C)C.Cl (EDAC.HCl), TEA. The solvent is CN(C)C=O (DMF). Conditions: time 8 hour. Yields the product CC1=C(C(=CC=C1)C)CS(=O)(=O)C=1C=C2/C(/C(NC2=CC1)=O)=C/C=1NC(=C(C1C)C(=O)N1C[C@H](N[C@H](C1)C)C)C (5-(2,6-Dimethyl-phenylmethanesulfonyl)-3-[1-[4-((3R,5S)-3,5-dimethyl-piperazine-1-carbonyl)-3,5-dimethyl-1H-pyrrol-2-yl]-meth-(Z)-ylidene]-1,3-dihydro-indol-2-one). RXN SMILES: [CH3:1][C:2]1[CH:7]=[CH:6][CH:5]=[C:4]([CH3:8])[C:3]=1[CH2:9][S:10]([C:13]1[CH:14]=[C:15]2[C:19](=[CH:20][CH:21]=1)[NH:18][C:17](=[O:22])/[C:16]/2=[CH:23]\[C:24]1[NH:28][C:27]([CH3:29])=[C:26]([C:30]([OH:32])=O)[C:25]=1[CH3:33])(=[O:12])=[O:11].[CH3:34][C@@H:35]1[CH2:40][NH:39][CH2:38][C@H:37]([CH3:41])[NH:36]1.C1C=CC2N(O)N=NC=2C=1.CCN=C=NCCCN(C)C.Cl>CN(C=O)C>[CH3:8][C:4]1[CH:5]=[CH:6][CH:7]=[C:2]([CH3:1])[C:3]=1[CH2:9][S:10]([C:13]1[CH:14]=[C:15]2[C:19](=[CH:20][CH:21]=1)[NH:18][C:17](=[O:22])/[C:16]/2=[CH:23]\[C:24]1[NH:28][C:27]([CH3:29])=[C:26]([C:30]([N:39]2[CH2:38][C@H:37]([CH3:41])[NH:36][C@H:35]([CH3:34])[CH2:40]2)=[O:32])[C:25]=1[CH3:33])(=[O:11])=[O:12] |f:3.4|. Procedure: A mixture of 5-[5-(2,6-dimethyl-phenylmethanesulfonyl)-2-oxo-1,2-dihydro-indol-(3Z)-ylidenemethyl]-2,4-dimethyl-1H-pyrrole-3-carboxylic acid (120 mg, 0.26 mmol), (2R,6S)-2,6-dimethyl-piperazine (37 mg, 1.2 eq.), HOBt (50 mg, 1.2 eq.), EDAC.HCl (1.2 eq.) and TEA (3 eq.) in DMF (0.2 M) was stirred at rt for overnight. The reaction was concentrated, diluted with DCM, washed with water, filtered and concentrated to give the titled compound. Reactants: N1=C(N=CC=C1)N1CCN(CC1)CC1=C(C=CC(=C1)Br)OC (2-[(4-(2-pyrimidinyl)-piperazinyl)methyl]-4- bromoanisole), mixture, solution, C1(=CC=CC=C1)[Mg]Br (phenylmagnesium bromide). Reagents/catalysts: C=1C=CC(=CC1)[P](C=2C=CC=CC2)(C=3C=CC=CC3)[Pd]([P](C=4C=CC=CC4)(C=5C=CC=CC5)C=6C=CC=CC6)([P](C=7C=CC=CC7)(C=8C=CC=CC8)C=9C=CC=CC9)[P](C=1C=CC=CC1)(C=1C=CC=CC1)C=1C=CC=CC1 (Pd(PPh3)4). Run in O1CCCC1 (tetrahydrofuran), O1CCCC1 (tetrahydrofuran). The product is C1(=CC=CC=C1)C1=CC(=C(C=C1)OC)CN1CCN(CC1)C1=NC=CC=N1 (4-phenyl-2-[(4-(2-pyrimidinyl)-piperazinyl)methyl]anisole). As a reaction SMILES: [N:1]1[CH:6]=[CH:5][CH:4]=[N:3][C:2]=1[N:7]1[CH2:12][CH2:11][N:10]([CH2:13][C:14]2[CH:19]=[C:18](Br)[CH:17]=[CH:16][C:15]=2[O:21][CH3:22])[CH2:9][CH2:8]1.[C:23]1([Mg]Br)[CH:28]=[CH:27][CH:26]=[CH:25][CH:24]=1>O1CCCC1.C1C=CC([P]([Pd]([P](C2C=CC=CC=2)(C2C=CC=CC=2)C2C=CC=CC=2)([P](C2C=CC=CC=2)(C2C=CC=CC=2)C2C=CC=CC=2)[P](C2C=CC=CC=2)(C2C=CC=CC=2)C2C=CC=CC=2)(C2C=CC=CC=2)C2C=CC=CC=2)=CC=1>[C:23]1([C:18]2[CH:17]=[CH:16][C:15]([O:21][CH3:22])=[C:14]([CH2:13][N:10]3[CH2:11][CH2:12][N:7]([C:2]4[N:3]=[CH:4][CH:5]=[CH:6][N:1]=4)[CH2:8][CH2:9]3)[CH:19]=2)[CH:28]=[CH:27][CH:26]=[CH:25][CH:24]=1 |^1:39,41,60,79|. Reported procedure: A solution of 182 mg 2-[(4-(2-pyrimidinyl)-piperazinyl)methyl]-4- bromoanisole in 1 mL of tetrahydrofuran heated to 60° C. and 6 mg of Pd(PPh3)4 was added. To this mixture 0.5 mL of a 1M solution of phenylmagnesium bromide in tetrahydrofuran was added dropwise. The reaction mixture was heated at relux temperature under nitrogen for 1 hr, cooled to room temperature and the solvent removed by evaporation under reduced pressure to yield 4-phenyl-2-[(4-(2-pyrimidinyl)-piperazinyl)methyl]anisole whic... Starting materials: Cl (hydrochloric acid), Cl.CC=1SC=C(C1C(=O)O)N (methyl 4-aminothiophene-3-carboxylic acid mono hydrochloride), NC(=O)N (urea), [OH-].[Na+] (sodium hydroxide). Reaction conditions: temperature 180 celsius, time 1.5 hour. The product is N1=C(N=C(C=2C1=CSC2)O)O (thieno[3,4-d]pyrimidine-2,4-diol). Yield: 115.1%. RXN SMILES: Cl.C[C:3]1[S:4][CH:5]=[C:6]([NH2:11])[C:7]=1[C:8](O)=[O:9].[NH2:12][C:13](N)=[O:14].[OH-].[Na+].Cl>>[N:11]1[C:6]2=[CH:5][S:4][CH:3]=[C:7]2[C:8]([OH:9])=[N:12][C:13]=1[OH:14] |f:0.1,3.4|. Reported procedure: A mixture of methyl 4-aminothiophene-3-carboxylic acid mono hydrochloride (1.00 g) and urea (1.8 g) was stirred at 180° C. for 1.5 h. The mixture was left stand for cooling to room temperature, followed by addition of 1 M aqueous sodium hydroxide to dissolve the solids, and the mixture was neutralized with 1 M hydrochloric acid. The precipitated crystals were collected by filtration to obtain thieno[3,4-d]pyrimidine-2,4-diol (1.0 g). (2) To a mixture of thieno[3,4-d]pyrimidine-2,4-diol (1.00 g) ...